This data is from the Open Reaction Database (ORD), a public repository of structured organic reaction records. The task is: describe an organic reaction: reactants, conditions, products, and yield Starting materials: COC(C[C@@H]1CC[C@H](CC1)C1=CC=C(C=C1)NC(CCN)=O)=O (trans-{4-[4-(3-aminopropionylamino)phenyl]cyclohexyl}acetic acid methyl ester), CCN=C=NCCCN(C)C (EDCI), FC1=CC=C(C=C1)C=1OC(=C(N1)C(=O)O)C(F)(F)F (2-(4-fluorophenyl)-5-trifluoromethyloxazole-4-carboxylic acid), C=1C=CC2=C(C1)N=NN2O (HOBt), C(C)N(C(C)C)C(C)C (ethyldiisopropylamine). The solvent is C(=O)(O)[O-].[Na+] (NaHCO3), ClCCl (dichloromethane). Run at time 24 hour. Yields the product COC(C[C@@H]1CC[C@H](CC1)C1=CC=C(C=C1)NC(CCNC(=O)C=1N=C(OC1C(F)(F)F)C1=CC=C(C=C1)F)=O)=O (trans-{4-[4-(3-{[2-(4-fluorophenyl)-5-trifluoromethyloxazole-4-carbonyl]amino}propionylamino)phenyl]cyclohexyl}acetic acid methyl ester). Isolated yield 96.6%. Reaction SMILES: [CH3:1][O:2][C:3](=[O:23])[CH2:4][C@H:5]1[CH2:10][CH2:9][C@H:8]([C:11]2[CH:16]=[CH:15][C:14]([NH:17][C:18](=[O:22])[CH2:19][CH2:20][NH2:21])=[CH:13][CH:12]=2)[CH2:7][CH2:6]1.CCN=C=NCCCN(C)C.[F:35][C:36]1[CH:41]=[CH:40][C:39]([C:42]2[O:43][C:44]([C:50]([F:53])([F:52])[F:51])=[C:45]([C:47](O)=[O:48])[N:46]=2)=[CH:38][CH:37]=1.C1C=CC2N(O)N=NC=2C=1.C(N(C(C)C)C(C)C)C>ClCCl.C([O-])(O)=O.[Na+]>[CH3:1][O:2][C:3](=[O:23])[CH2:4][C@H:5]1[CH2:6][CH2:7][C@H:8]([C:11]2[CH:12]=[CH:13][C:14]([NH:17][C:18](=[O:22])[CH2:19][CH2:20][NH:21][C:47]([C:45]3[N:46]=[C:42]([C:39]4[CH:40]=[CH:41][C:36]([F:35])=[CH:37][CH:38]=4)[O:43][C:44]=3[C:50]([F:53])([F:52])[F:51])=[O:48])=[CH:15][CH:16]=2)[CH2:9][CH2:10]1 |f:6.7|. Reported procedure: A mixture of trans-{4-[4-(3-aminopropionylamino)phenyl]cyclohexyl}acetic acid methyl ester (60 mg, 0.16 mmol), EDCI (90.3 mg, 0.47 mmol), 2-(4-fluorophenyl)-5-trifluoromethyloxazole-4-carboxylic acid (62.2 mg, 0.23 mmol), HOBt (38.2 mg, 0.28 mmol) and ethyldiisopropylamine (85.4 mg, 0.7 mmol) dissolved in dichloromethane solvent (10 mL) was stirred for 24 hours. The reaction mixture was diluted with aqueous NaHCO3 and extracted with dichloromethane. The extract was washed with brine and dried wi... The reactants are CN(/C=C/C1=C(C#N)C=CC(=C1)C#N)C ((E)-2-(2-(Dimethylamino)vinyl)terephthalonitrile), COC1=C(CN)C=CC(=C1)OC (2,4-dimethoxybenzylamine), CN1CCCN(C1=O)C (DMPU). Run in CCOC(=O)C.CCCCCC (EtOAc hexane). Yields the product COC1=C(CN2C(C3=CC=C(C=C3C=C2)C#N)=N)C=CC(=C1)OC (2-(2,4-Dimethoxybenzyl)-1-imino-1,2-dihydroisoquinoline-6-carbonitrile). RXN SMILES: C[N:2]([CH3:15])/[CH:3]=[CH:4]/[C:5]1[CH:12]=[C:11]([C:13]#[N:14])[CH:10]=[CH:9][C:6]=1[C:7]#[N:8].[CH3:16][O:17][C:18]1[CH:25]=[C:24]([O:26][CH3:27])[CH:23]=[CH:22][C:19]=1CN.CN1C(=O)N(C)CCC1>CCOC(C)=O.CCCCCC>[CH3:16][O:17][C:18]1[CH:25]=[C:24]([O:26][CH3:27])[CH:23]=[CH:22][C:19]=1[CH2:15][N:2]1[CH:3]=[CH:4][C:5]2[C:6](=[CH:9][CH:10]=[C:11]([C:13]#[N:14])[CH:12]=2)[C:7]1=[NH:8] |f:3.4|. Procedure: The product from Example 147 Part A (1.85 g, 9.38 mmol) and 2,4-dimethoxybenzylamine (2.6 mL, 15.03 mmol) were heated with 5 mL of DMPU at 140° C. for 3 h under N2. The reaction mixture was cooled, and EtOAc/hexane (1:2) was added. The precipitate formed was filtered and dried in vacuo to give 2.5 g of the desired product. 1H-NMR (400 MHz, DMSO-d6) δ 3.72 (s, 3H, 3.81 (s, 3H), 4.95 (s, 2H), 6.10 (d, J=7.03 Hz, 1H, 6.44 (d, J=7.91 Hz, 1H), 6.57 (s, 1H), 7.02 (d, J=8.35 Hz, 1H), 7.22 (d, J=6.15 Hz...